From a dataset of the Open Reaction Database (ORD), a public repository of structured organic reaction records. describe an organic reaction: reactants, conditions, products, and yield As a reaction SMILES: [F:1][CH:2]([F:28])[O:3][C:4]1[CH:5]=[C:6]([C:10]2[N:15]=[C:14]([CH2:16][C:17]3[CH:18]=[N:19][C:20]([C:23]#[N:24])=[N:21][CH:22]=3)[CH:13]=[N:12][C:11]=2[O:25][CH2:26][CH3:27])[CH:7]=[CH:8][CH:9]=1.[OH-:29].[Na+].OO>CO>[F:28][CH:2]([F:1])[O:3][C:4]1[CH:5]=[C:6]([C:10]2[N:15]=[C:14]([CH2:16][C:17]3[CH:18]=[N:19][C:20]([C:23]([NH2:24])=[O:29])=[N:21][CH:22]=3)[CH:13]=[N:12][C:11]=2[O:25][CH2:26][CH3:27])[CH:7]=[CH:8][CH:9]=1 |f:1.2|. Isolated yield 67.1%. The reactants are FC(OC=1C=C(C=CC1)C1=C(N=CC(=N1)CC=1C=NC(=NC1)C#N)OCC)F (5-({6-[3-(Difluoromethoxy)phenyl]-5-ethoxypyrazin-2-yl}methyl)pyrimidine-2-carbonitrile), [OH-].[Na+] (NaOH), OO (hydrogen peroxide). The solvent is CO (MeOH). Reported procedure: To a solution of 5-(6-(3-(difluoromethoxy)phenyl)-5-ethoxypyrazin-2-yl)methyl)pyrimidine-2-carbonitrile (Example 1, 100.00 mg, 0.26 mmol) in MeOH (1.3 mL) was added aq. NaOH (0.78 mL, 0.78 mmol), followed by hydrogen peroxide (0.78 mL, 0.79 mmol) The reaction mixture was stirred at room temperature for 8 h. The reaction mixture was concentrated, and the precipitate filtered and washed with water to obtain the title compound as a white solid (70 mg, 67%). 1H NMR (400 MHz, DMSO-d6) δ 8.93 (s, 2H),... Product: FC(OC=1C=C(C=CC1)C1=C(N=CC(=N1)CC=1C=NC(=NC1)C(=O)N)OCC)F (5-({6-[3-(Difluoromethoxy)phenyl]-5-ethoxypyrazin-2-yl}methyl)pyrimidine-2-carboxamide). Reaction conditions: time 8 hour. The reactants are C([O-])([O-])=O.[Cs+].[Cs+] (cesium carbonate), ClC1=C(C(=O)OC)C(=CC=N1)Cl (methyl 2,4-dichloronicotinate), O1CCOCC1 (1,4-dioxane), CB1OB(OB(O1)C)C (trimethylboroxine). The reagents and catalysts are C1=CC=C(C=C1)P([C-]2C=CC=C2)C3=CC=CC=C3.C1=CC=C(C=C1)P([C-]2C=CC=C2)C3=CC=CC=C3.Cl[Pd]Cl.[Fe+2].C(Cl)Cl (PdCl2(dppf) CH2Cl2). Solvent: O (water). Product: ClC1=CC=NC(=C1C(=O)OC)C (methyl 4-chloro-2-methylnicotinate). The yield is 58.0%. Reaction SMILES: Cl[C:2]1[N:11]=[CH:10][CH:9]=[C:8]([Cl:12])[C:3]=1[C:4]([O:6][CH3:7])=[O:5].O1CCOC[CH2:14]1.CB1OB(C)OB(C)O1.C(=O)([O-])[O-].[Cs+].[Cs+]>C1C=CC(P(C2C=CC=CC=2)[C-]2C=CC=C2)=CC=1.C1C=CC(P(C2C=CC=CC=2)[C-]2C=CC=C2)=CC=1.Cl[Pd]Cl.[Fe+2].C(Cl)Cl.O>[Cl:12][C:8]1[C:3]([C:4]([O:6][CH3:7])=[O:5])=[C:2]([CH3:14])[N:11]=[CH:10][CH:9]=1 |f:3.4.5,6.7.8.9.10|. Reported procedure: To a solution of methyl 2,4-dichloronicotinate (10.0 g, 48.5 mmol) in a solvent mixture of 1,4-dioxane (400 mL) and water (40 mL) was added trimethylboroxine (6.79 mL, 48.5 mmol) followed by PdCl2(dppf)-CH2Cl2 adduct (1.982 g, 2.427 mmol) and cesium carbonate (31.6 g, 97 mmol). The reaction mixture was degassed with argon for 5 minutes. The reaction mixture was heated to reflux for 8 h. The reaction mixture was cooled to room temperature and filtered through diatomaceous earth (Celite®). The bed... The reactants are BrCC1=CC=C(C=C1)Cl (1-bromomethyl-4-chlorobenzene), C(C)(C)(C)O (tert-butanol), C(C)OC(CC(CC)=O)=O (3-oxopentanoic acid ethyl ester), CC(C)([O-])C.[K+] (potassium tert-butoxide). Solvent: O1CCCC1 (tetrahydrofuran), O1CCCC1 (tetrahydrofuran), O (water). Reaction conditions: temperature 70 celsius. Yields the product C(C)OC(C(C(CC)=O)CC1=CC=C(C=C1)Cl)=O (2-(4-chlorobenzyl)-3-oxopentanoic Acid Ethyl Ester). As a reaction SMILES: CC(C)([O-])C.[K+].C(O)(C)(C)C.[CH2:12]([O:14][C:15](=[O:21])[CH2:16][C:17](=[O:20])[CH2:18][CH3:19])[CH3:13].Br[CH2:23][C:24]1[CH:29]=[CH:28][C:27]([Cl:30])=[CH:26][CH:25]=1>O1CCCC1.O>[CH2:12]([O:14][C:15](=[O:21])[CH:16]([CH2:23][C:24]1[CH:29]=[CH:28][C:27]([Cl:30])=[CH:26][CH:25]=1)[C:17](=[O:20])[CH2:18][CH3:19])[CH3:13] |f:0.1|. Procedure: A suspension of potassium tert-butoxide (2.8 g) in anhydrous tetrahydrofuran (400 mL) at 0° C. was treated with a mixture of tert-butanol (1.0 mL) and 3-oxopentanoic acid ethyl ester (3.0 g). After stirring at room temperature for 45 minutes a solution of 1-bromomethyl-4-chlorobenzene (4.3 g) in tetrahydrofuran (100 mL) was added and the resulting mixture heated at 70° C. for 24 hours. The mixture was cooled to room temperature, diluted with water and the tetrahydrofuran removed under reduced pr... The solvent is C(C)N(CC)CC (triethylamine). Reactants: O1CCOCC1 (dioxane), NC1=C(C=C(C=2C(C3=CC=CC=C3C(C12)=O)=O)NC1=CC=C(C=C1)O)C#N (1-amino-2-cyano-4-(4-hydroxyanilino)anthraquinone), FN1NC(=CC(=N1)F)N1CCCC1 (2,4-difluoro-6-(1-pyrrolidinyl)triazine), C([O-])([O-])=O.[K+].[K+] (potassium carbonate). As a reaction SMILES: O1CCOCC1.N[C:8]1[C:21]2[C:20](=[O:22])[C:19]3[C:14](=[CH:15][CH:16]=[CH:17][CH:18]=3)[C:13](=[O:23])[C:12]=2[C:11](NC2C=CC(O)=CC=2)=[CH:10][C:9]=1C#N.FN1N=C(F)C=C(N2CCCC2)N1.C(=O)([O-])[O-].[K+].[K+]>C(N(CC)CC)C>[CH:15]1[C:14]2[C:13](=[O:23])[C:12]3[C:21](=[CH:8][CH:9]=[CH:10][CH:11]=3)[C:20](=[O:22])[C:19]=2[CH:18]=[CH:17][CH:16]=1 |f:3.4.5|. Procedure details: To dioxane (100 ml), 1-amino-2-cyano-4-(4-hydroxyanilino)anthraquinone (3.55 g), 2,4-difluoro-6-(1-pyrrolidinyl)triazine (1.9 g), triethylamine (1.1 g) and anhydrous potassium carbonate (1.4 g) were added, and the mixture was heated at 80° C. for 1 hour to effect condensation. The reaction liquor was treated as in Example 6 to produce 4.9 g of an anthraquinone dye of the following formula in a yield of 94%. ##STR46## The dye had a λ max (acetone) of 630 nm. Run at temperature 80 celsius. Isolated yield 235.6%. Product: C1=CC=CC=2C(C3=CC=CC=C3C(C12)=O)=O (anthraquinone). The reactants are CC(C)(C)c1cc(Nc2ccc(OC(=O)c3ccccc3)cc2)cc(C(C)(C)C)c1O, O=C1CCC(=O)O1. Yields the product CC(C)(C)c1cc(N(C(=O)CCC(=O)O)c2ccc(OC(=O)c3ccccc3)cc2)cc(C(C)(C)C)c1O. As a reaction SMILES: [C:1]([CH3:2])([CH3:3])([CH3:4])[c:5]1[c:6]([OH:31])[c:7]([C:27]([CH3:28])([CH3:29])[CH3:30])[cH:8][c:9]([NH:11][c:12]2[cH:13][cH:14][c:15]([O:18][C:19]([c:20]3[cH:21][cH:22][cH:23][cH:24][cH:25]3)=[O:26])[cH:16][cH:17]2)[cH:10]1.[O:32]=[C:33]1[CH2:34][CH2:35][C:36](=[O:37])[O:38]1>>[C:1]([CH3:2])([CH3:3])([CH3:4])[c:5]1[c:6]([OH:31])[c:7]([C:27]([CH3:28])([CH3:29])[CH3:30])[cH:8][c:9]([N:11]([c:12]2[cH:13][cH:14][c:15]([O:18][C:19]([c:20]3[cH:21][cH:22][cH:23][cH:24][cH:25]3)=[O:26])[cH:16][cH:17]2)[C:36]([CH2:35][CH2:34][C:33](=[O:32])[OH:38])=[O:37])[cH:10]1. The reactants are N(=[N+]=[N-])C=1C=C(C(=O)O)C=CC1Cl (3-azido-4-chloro benzoic acid), C(#C)C=1C=NC=CC1 (3-ethynyl pyridine), ClC1=CC=C(C=N1)C=1N=NN(C1)C=1C=C(C(=O)O)C=CC1C (3-[4-(6-chloro-pyridin-3-yl)-1,2,3-triazol-1-yl]-4-methyl-benzoic acid). Product: ClC1=C(C=C(C(=O)O)C=C1)N1N=NC(=C1)C=1C=NC=CC1 (4-Chloro-3-(4-pyridin-3-yl-[1,2,3]triazol-1-yl)-benzoic acid). As a reaction SMILES: [N:1]([C:4]1[CH:5]=[C:6]([CH:10]=[CH:11][C:12]=1[Cl:13])[C:7]([OH:9])=[O:8])=[N+:2]=[N-:3].[C:14]([C:16]1[CH:17]=[N:18][CH:19]=[CH:20][CH:21]=1)#[CH:15].ClC1N=CC(C2N=NN(C3C=C(C=CC=3C)C(O)=O)C=2)=CC=1>>[Cl:13][C:12]1[CH:11]=[CH:10][C:6]([C:7]([OH:9])=[O:8])=[CH:5][C:4]=1[N:1]1[CH:15]=[C:14]([C:16]2[CH:17]=[N:18][CH:19]=[CH:20][CH:21]=2)[N:3]=[N:2]1. Reported procedure: 4-Chloro-3-(4-pyridin-3-yl-[1,2,3]triazol-1-yl)-benzoic acid was prepared from 3-azido-4-chloro benzoic acid (U.S. Ser. No. 04/102,492) and 3-ethynyl pyridine (Aldrich) in the same manner as 3-[4-(6-chloro-pyridin-3-yl)-1,2,3-triazol-1-yl]-4-methyl-benzoic acid (Example 1).